The task is: describe an organic reaction: reactants, conditions, products, and yield. This data is from the Open Reaction Database (ORD), a public repository of structured organic reaction records. Reactants: C(C)(C)(C)C1=C(C=C(C=C1)NC(=O)C1CN(C2=C(O1)C=CC=C2)C(=O)OCC)O (ethyl 2-(4-tert-butyl-3-hydroxyphenylcarbamoyl)-2H-benzo[b][1,4]oxazine-4(3H)-carboxylate), [H-].[Na+] (NaH), CI (Methyl iodide). Solvent: C1CCOC1 (THF). Reaction conditions: time 10 minute. Product: C(C)(C)(C)C1=C(C=C(C=C1)N(C(=O)C1CN(C2=C(O1)C=CC=C2)C(=O)OCC)C)O (ethyl 2-((4-tert-butyl-3-hydroxyphenyl) (methyl)carbamoyl)-2H-benzo[b][1,4]oxazine-4(3H)-carboxylate). Isolated yield 33.6%. RXN SMILES: [C:1]([C:5]1[CH:10]=[CH:9][C:8]([NH:11][C:12]([CH:14]2[O:19][C:18]3[CH:20]=[CH:21][CH:22]=[CH:23][C:17]=3[N:16]([C:24]([O:26][CH2:27][CH3:28])=[O:25])[CH2:15]2)=[O:13])=[CH:7][C:6]=1[OH:29])([CH3:4])([CH3:3])[CH3:2].[H-].[Na+].[CH3:32]I>C1COCC1>[C:1]([C:5]1[CH:10]=[CH:9][C:8]([N:11]([CH3:32])[C:12]([CH:14]2[O:19][C:18]3[CH:20]=[CH:21][CH:22]=[CH:23][C:17]=3[N:16]([C:24]([O:26][CH2:27][CH3:28])=[O:25])[CH2:15]2)=[O:13])=[CH:7][C:6]=1[OH:29])([CH3:4])([CH3:2])[CH3:3] |f:1.2|. Reported procedure: To a solution of ethyl 2-(4-tert-butyl-3-hydroxyphenylcarbamoyl)-2H-benzo[b][1,4]oxazine-4(3H)-carboxylate (50 mg, 0.13 mmol) in THF at 0° C. was added NaH (10 mg, 0.25 mmol) and the mixture stirred for 10 min. Methyl iodide (23 mg, 10 μL, 0.16 mmol) was added and mixture was stirred for 1 h at room temperature. HPLC purification (20-99% MeOH/water) provided ethyl 2-((4-tert-butyl-3-hydroxyphenyl) (methyl)carbamoyl)-2H-benzo[b][1,4]oxazine-4(3H)-carboxylate (18 mg, 32% yield). LC/MS m/z 413.0 [M... Procedure details: By a procedure similar to that of example 1.59.1, starting from benzaldehyde and commercial 2-acetyl-6-methoxynaphthalene, 1-(6-methoxy-2-naphthalenyl)-3-phenylprop-2-en-1-one was obtained as beige coloured solid. Reactants: C(C1=CC=CC=C1)=O (benzaldehyde), C(C)(=O)C1=CC2=CC=C(C=C2C=C1)OC (2-acetyl-6-methoxynaphthalene). The product is COC=1C=C2C=CC(=CC2=CC1)C(C=CC1=CC=CC=C1)=O (1-(6-methoxy-2-naphthalenyl)-3-phenylprop-2-en-1-one). RXN SMILES: [CH:1](=O)[C:2]1[CH:7]=[CH:6][CH:5]=[CH:4][CH:3]=1.[C:9]([C:12]1[CH:21]=[CH:20][C:19]2[C:14](=[CH:15][CH:16]=[C:17]([O:22][CH3:23])[CH:18]=2)[CH:13]=1)(=[O:11])[CH3:10]>>[CH3:23][O:22][C:17]1[CH:18]=[C:19]2[C:14](=[CH:15][CH:16]=1)[CH:13]=[C:12]([C:9](=[O:11])[CH:10]=[CH:1][C:2]1[CH:7]=[CH:6][CH:5]=[CH:4][CH:3]=1)[CH:21]=[CH:20]2. Reactants: F[B-](F)(F)F, CC[O+](CC)CC, NC(=O)c1cccc(Cl)c1F. The product is CCOC(=N)c1cccc(Cl)c1F. RXN SMILES: [B-:12]([F:13])([F:14])([F:15])[F:16].[CH2:17]([CH3:18])[O+:19]([CH2:20][CH3:21])[CH2:22][CH3:23].[Cl:1][c:2]1[c:3]([F:11])[c:4]([C:5](=[O:6])[NH2:7])[cH:8][cH:9][cH:10]1>>[Cl:1][c:2]1[c:3]([F:11])[c:4]([C:5]([O:6][CH2:17][CH3:18])=[NH:7])[cH:8][cH:9][cH:10]1. The reactants are C([O-])(O)=O.[Na+] (sodium bicarbonate), [N+](=O)([O-])C=1C=C(C=C)C=CC1 (3-nitrostyrene), ClC1=CC(=CC(=C1)I)Cl (1,3-dichloro-5-iodobenzene), C([O-])(O)=O.[Na+] (sodium bicarbonate). Reagents/catalysts: [Cl-].C(CCC)[N+](CCCC)(CCCC)CCCC (tetrabutylammonium chloride), C(C)(=O)[O-].[Pd+2].C(C)(=O)[O-] (palladium(II) acetate). Run in CN(C=O)C (N,N-dimethylformamide). Run at temperature 110 celsius, time 4 hour. Yields the product ClC1=CC(=CC(=C1)\C=C\C1=CC(=CC=C1)[N+](=O)[O-])Cl (1,3-dichloro-5-[(E)-2-(3-nitrophenyl)vinyl]benzene). As a reaction SMILES: [N+:1]([C:4]1[CH:5]=[C:6]([CH:9]=[CH:10][CH:11]=1)[CH:7]=[CH2:8])([O-:3])=[O:2].[Cl:12][C:13]1[CH:18]=[C:17](I)[CH:16]=[C:15]([Cl:20])[CH:14]=1.C(=O)(O)[O-].[Na+]>[Cl-].C([N+](CCCC)(CCCC)CCCC)CCC.CN(C)C=O.C([O-])(=O)C.[Pd+2].C([O-])(=O)C>[Cl:12][C:13]1[CH:18]=[C:17](/[CH:8]=[CH:7]/[C:6]2[CH:9]=[CH:10][CH:11]=[C:4]([N+:1]([O-:3])=[O:2])[CH:5]=2)[CH:16]=[C:15]([Cl:20])[CH:14]=1 |f:2.3,4.5,7.8.9|. Reported procedure: A mixture of 3-nitrostyrene (4.6 ml), 1,3-dichloro-5-iodobenzene (7.8 g), palladium(II) acetate (0.20 g), tetrabutylammonium chloride (8.4 g) and sodium bicarbonate (6.3 g) in N,N-dimethylformamide (40 ml) was stirred at 110° C. for 4 hours. Then the mixture was poured into aqueous sodium bicarbonate and extracted with ethyl acetate twice. The combined organic phase was washed with aqueous sodium bicarbonate and brine, dried over magnesium sulfate and concentrated. The resultant solid was collec... The reactants are ClC=1N=NC(=CC1)C1=CC=C(C=C1)C(F)(F)F (3-chloro-6-(4-trifluoromethylphenyl)pyridazine), CN1CCC(CC1)CN1CCNCC1 ((1-methylpiperidin-4-ylmethyl)piperazine). Product: Cl.Cl.CN1CCC(CC1)CN1CCN(CC1)C=1N=NC(=CC1)C1=CC=C(C=C1)C(F)(F)F (3-[4-(1-Methylpiperidin-4-ylmethyl)piperazin-1-yl]-6-(4-trifluoromethylphenyl)pyridazine, dihydrochloride). As a reaction SMILES: [Cl:1][C:2]1[N:3]=[N:4][C:5]([C:8]2[CH:13]=[CH:12][C:11]([C:14]([F:17])([F:16])[F:15])=[CH:10][CH:9]=2)=[CH:6][CH:7]=1.[CH3:18][N:19]1[CH2:24][CH2:23][CH:22]([CH2:25][N:26]2[CH2:31][CH2:30][NH:29][CH2:28][CH2:27]2)[CH2:21][CH2:20]1>>[ClH:1].[ClH:1].[CH3:18][N:19]1[CH2:24][CH2:23][CH:22]([CH2:25][N:26]2[CH2:31][CH2:30][N:29]([C:2]3[N:3]=[N:4][C:5]([C:8]4[CH:13]=[CH:12][C:11]([C:14]([F:17])([F:16])[F:15])=[CH:10][CH:9]=4)=[CH:6][CH:7]=3)[CH2:28][CH2:27]2)[CH2:21][CH2:20]1 |f:2.3.4|. Reported procedure: The title compound was prepared by a similar procedure to that described in Example 1, starting from 3-chloro-6-(4-trifluoromethylphenyl)pyridazine and (1-methylpiperidin-4-ylmethyl)piperazine. The reactants are CC(=O)O[BH-](OC(C)=O)OC(C)=O, C#CCN=C1CC(C)N(C(=O)c2ccccc2)c2ccccc21, CC(=O)O, [Na+], O. The product is C#CCNC1CC(C)N(C(=O)c2ccccc2)c2ccccc21. As a reaction SMILES: [C:29]([O:30][BH-:31]([O:32][C:33](=[O:34])[CH3:35])[O:36][C:37](=[O:38])[CH3:39])(=[O:40])[CH3:41].[CH3:1][CH:2]1[N:3]([C:16](=[O:17])[c:18]2[cH:19][cH:20][cH:21][cH:22][cH:23]2)[c:4]2[cH:5][cH:6][cH:7][cH:8][c:9]2[C:10](=[N:12][CH2:13][C:14]#[CH:15])[CH2:11]1.[CH3:25][C:26](=[O:27])[OH:28].[Na+:42].[OH2:24]>>[CH3:1][CH:2]1[N:3]([C:16](=[O:17])[c:18]2[cH:19][cH:20][cH:21][cH:22][cH:23]2)[c:4]2[cH:5][cH:6][cH:7][cH:8][c:9]2[CH:10]([NH:12][CH2:13][C:14]#[CH:15])[CH2:11]1.